This data is from the Open Reaction Database (ORD), a public repository of structured organic reaction records. The task is: describe an organic reaction: reactants, conditions, products, and yield Starting materials: BrC=1C=C(C2=C(C(CO2)(C)C)C1)C(C)(C)C (5-bromo-3,3-dimethyl-7-t-butyl-2,3-dihydro-benzofuran), CCCCC (n-pentane), B(OC)(OC)OC (trimethyl borate), solution, C(C)(C)(C)[Li] (t-butyllithium). The solvent is O1CCCC1 (tetrahydrofuran). The product is CC1(COC2=C1C=C(C=C2C(C)(C)C)B(O)O)C (3,3-Dimethyl-7-t-butyl-2,3-dihydro-benzofuran-5-boronic Acid). As a reaction SMILES: Br[C:2]1[CH:3]=[C:4]([C:13]([CH3:16])([CH3:15])[CH3:14])[C:5]2[O:9][CH2:8][C:7]([CH3:11])([CH3:10])[C:6]=2[CH:12]=1.C([Li])(C)(C)C.CCCCC.[B:27](OC)([O:30]C)[O:28]C>O1CCCC1>[CH3:10][C:7]1([CH3:11])[C:6]2[CH:12]=[C:2]([B:27]([OH:30])[OH:28])[CH:3]=[C:4]([C:13]([CH3:16])([CH3:15])[CH3:14])[C:5]=2[O:9][CH2:8]1. Procedure details: Following General Procedure A and using 5-bromo-3,3-dimethyl-7-t-butyl-2,3-dihydro-benzofuran (1.42 g, 7 mmol), 15 mL of anhydrous tetrahydrofuran, 1.7M solution of t-butyllithium in n-pentane (8.25 mL, 14 mmol) and trimethyl borate (1.5 mL, 14 mmol), the title compound was obtained as a foam that was used as such for the next step without purification and characterization. 5-Bromo-3,3-dimethyl-7-t-butyl-2,3-dihydro-benzofuran can be prepared as described by Janusz et al. in J. Med. Chem. 1998, ... The reactants are C (charcoal), red phosphorus, I (hydriodic acid), NC1(CCN(CC1)C=1NCC=2N=C(N=C(C2N1)NC1=CC(=C(C=C1)F)Cl)Cl)C ([6-(4-amino-4-methylpiperidin-1-yl)-2-chloro-7,8-dihydropyrimido[5,4-d]pyrimidin-4-yl]-(3-chloro-4-fluorophenyl)amine). The solvent is C(C)(=O)O (acetic acid). Run at temperature 15 celsius, time 30 minute. The product is NC1(CCN(CC1)C=1N=CC=2N=CN=C(C2N1)NC1=CC(=C(C=C1)F)Cl)C (6-(4-amino-4-methylpiperidin-1-yl)-4-(3-chloro-4-fluorophenylamino)-pyrimido[5,4-d]pyrimidine). Reaction SMILES: [NH2:1][C:2]1([CH3:28])[CH2:7][CH2:6][N:5]([C:8]2[NH:9][CH2:10][C:11]3[N:12]=[C:13](Cl)[N:14]=[C:15]([NH:18][C:19]4[CH:24]=[CH:23][C:22]([F:25])=[C:21]([Cl:26])[CH:20]=4)[C:16]=3[N:17]=2)[CH2:4][CH2:3]1.I.C>C(O)(=O)C>[NH2:1][C:2]1([CH3:28])[CH2:3][CH2:4][N:5]([C:8]2[N:9]=[CH:10][C:11]3[N:12]=[CH:13][N:14]=[C:15]([NH:18][C:19]4[CH:24]=[CH:23][C:22]([F:25])=[C:21]([Cl:26])[CH:20]=4)[C:16]=3[N:17]=2)[CH2:6][CH2:7]1. Procedure: A mixture of 80 g (0.182 mol) of (6) in 160 ml glacial acetic acid at 90° C. is added dropwise to a suspension of 11.7 g (0.378 mol) of red phosphorus in 150 ml of hydriodic acid (57%, 1.134 mol). The mixture is refluxed for 4 hours, 5 g of activated charcoal are added, the mixture is then filtered and the residue is washed with glacial acetic acid and water. The filtrate is added dropwise, with vigorous stirring, to a solution of 270 ml water, 270 ml of methanol and 270 ml of sodium hydroxide s... Reactants: CCO, COC(=O)c1ccc2c(c1)CC(C)(C)C(c1cc(Cl)cc([N+](=O)[O-])c1)N2, Cl, [Fe], O. Product: COC(=O)c1ccc2c(c1)CC(C)(C)C(c1cc(N)cc(Cl)c1)N2. Reaction SMILES: [CH2:29]([OH:30])[CH3:31].[Cl:1][c:2]1[cH:3][c:4]([CH:11]2[NH:12][c:13]3[cH:14][cH:15][c:16]([C:23](=[O:24])[O:25][CH3:26])[cH:17][c:18]3[CH2:19][C:20]2([CH3:21])[CH3:22])[cH:5][c:6]([N+:8]([O-:9])=[O:10])[cH:7]1.[ClH:27].[Fe:32].[OH2:28]>>[Cl:1][c:2]1[cH:3][c:4]([CH:11]2[NH:12][c:13]3[cH:14][cH:15][c:16]([C:23](=[O:24])[O:25][CH3:26])[cH:17][c:18]3[CH2:19][C:20]2([CH3:21])[CH3:22])[cH:5][c:6]([NH2:8])[cH:7]1. Reactants: ClC1=CC=C(C=C1)C=1C=C(C=NC1OCC(F)(F)F)C(=O)O (5-(4-chlorophenyl)-6-(2,2,2-trifluoroethoxy)-3-pyridinecarboxylic acid), NN1C(OC(C1)CN1CCOCC1)=O (3-amino-5-(4-morpholinylmethyl)-2-oxazolidinone). Product: ClC1=CC=C(C=C1)C=1C=C(C=NC1OCC(F)(F)F)C(=O)NN1C(OC(C1)CN1CCOCC1)=O (5-(4-chlorophenyl)-N-(5-(morpholinomethyl)-2-oxooxazolidin-3-yl)-6-(2,2,2-trifluoroethoxy)-3-pyridinecarboxamide). As a reaction SMILES: [Cl:1][C:2]1[CH:7]=[CH:6][C:5]([C:8]2[CH:9]=[C:10]([C:20](O)=[O:21])[CH:11]=[N:12][C:13]=2[O:14][CH2:15][C:16]([F:19])([F:18])[F:17])=[CH:4][CH:3]=1.[NH2:23][N:24]1[CH2:28][CH:27]([CH2:29][N:30]2[CH2:35][CH2:34][O:33][CH2:32][CH2:31]2)[O:26][C:25]1=[O:36]>>[Cl:1][C:2]1[CH:3]=[CH:4][C:5]([C:8]2[CH:9]=[C:10]([C:20]([NH:23][N:24]3[CH2:28][CH:27]([CH2:29][N:30]4[CH2:31][CH2:32][O:33][CH2:34][CH2:35]4)[O:26][C:25]3=[O:36])=[O:21])[CH:11]=[N:12][C:13]=2[O:14][CH2:15][C:16]([F:17])([F:18])[F:19])=[CH:6][CH:7]=1. Procedure details: The title compound was synthesized in analogy to Example 1 using 5-(4-chlorophenyl)-6-(2,2,2-trifluoroethoxy)-3-pyridinecarboxylic acid (CAN 1018782-82-5) and 3-amino-5-(4-morpholinylmethyl)-2-oxazolidinone (CAN 43056-63-9) as starting materials; LC-MS (UV peak area/ESI) 97.7%, 515.1292 (M+H)+. Starting materials: ClC1=NN=C(C=2C1=C(N(C2C)C2=CC=C(C=C2)OCC)C)C (1-chloro-6-(4-ethoxyphenyl)-4,5,7-trimethyl-6H-pyrrolo[3,4-d]pyridazine), NN (hydrazine). Yields the product C(C)OC1=CC=C(C=C1)N1C(=C2C(=NN=C(C2=C1C)C)NN)C (6-(4-ethoxyphenyl)-1-hydrazino-4,5,7-trimethyl-6H-pyrrolo[3,4-d]pyridazine). As a reaction SMILES: Cl[C:2]1[C:7]2=[C:8]([CH3:21])[N:9]([C:12]3[CH:17]=[CH:16][C:15]([O:18][CH2:19][CH3:20])=[CH:14][CH:13]=3)[C:10]([CH3:11])=[C:6]2[C:5]([CH3:22])=[N:4][N:3]=1.[NH2:23][NH2:24]>>[CH2:19]([O:18][C:15]1[CH:16]=[CH:17][C:12]([N:9]2[C:10]([CH3:11])=[C:6]3[C:7]([C:2]([NH:23][NH2:24])=[N:3][N:4]=[C:5]3[CH3:22])=[C:8]2[CH3:21])=[CH:13][CH:14]=1)[CH3:20]. Procedure: Utilizing the general procedure outlined in EXAMPLE 85, 1-chloro-6-(4-ethoxyphenyl)-4,5,7-trimethyl-6H-pyrrolo[3,4-d]pyridazine and hydrazine (0.10 mL, 0.32 mmol) reacted to give 6-(4-ethoxyphenyl)-1-hydrazino-4,5,7-trimethyl-6H-pyrrolo[3,4-d]pyridazine: 1H NMR (CDCl3, 500 MHz) δ 7.03-7.11 (m, 4H), 4.12 (q, 2H), 2.43 (s, 3H), 2.36 (s, 3H), 2.28 (s, 3H), 1.69 (s, 2H), 1.50 (t, 3H); MS (ESI) 312 (M+H)+. Yield: 61.0%. The solvent is three. Yields the product P(=O)(O)(O)CN(CC(=O)O)CC(=O)O (N-phosphonomethyliminodiacetic acid). Procedure details: Water (17.3 g, 0.961 moles) was charged to a 250 ml three neck flask fitted with thermometer, condenser, dropping funnel and stirrer. Phosphorous acid (42.6 g, 0.514 moles), sulphuric acid (50.0 g, 0.500 moles--added over 10 minutes during which an exotherm from 20° C. to 60° C. was observed) and iminodiacetic acid (66.5 g,0.490 moles) were added to the stirred reaction flask. The reaction mixture was then heated to 120° C. and formaldehyde (48.2 g at 36.1% strength, 0.580 moles) was added over ... Run at temperature 120 celsius. Reaction SMILES: O.[P:2]([OH:5])([OH:4])[OH:3].S(=O)(=O)(O)O.[NH:11]([CH2:16][C:17]([OH:19])=[O:18])[CH2:12][C:13]([OH:15])=[O:14].[CH2:20]=O>>[P:2]([CH2:20][N:11]([CH2:16][C:17]([OH:19])=[O:18])[CH2:12][C:13]([OH:15])=[O:14])([OH:5])([OH:4])=[O:3]. Reactants: N(CC(=O)O)CC(=O)O (iminodiacetic acid), O (Water), P(O)(O)O (Phosphorous acid), S(O)(O)(=O)=O (sulphuric acid), C=O (formaldehyde). Starting materials: BrC1=C(OCC2=C(C(=O)O)C=CC=C2)C=CC=C1 (2-(2-bromophenoxymethyl)benzoic acid), ice water. The reagents and catalysts are FC(C(=O)OC(C(F)(F)F)=O)(F)F (trifluoracetic anhydride). Product: BrC1=CC=CC2=C1OCC1=C(C2=O)C=CC=C1 (4-Bromo-6,11-dihydrodibenz[b,e]oxepin-11-one). Isolated yield 53.0%. As a reaction SMILES: [Br:1][C:2]1[CH:18]=[CH:17][CH:16]=[CH:15][C:3]=1[O:4][CH2:5][C:6]1[CH:14]=[CH:13][CH:12]=[CH:11][C:7]=1[C:8]([OH:10])=O>FC(F)(F)C(OC(=O)C(F)(F)F)=O>[Br:1][C:2]1[C:3]2[O:4][CH2:5][C:6]3[CH:14]=[CH:13][CH:12]=[CH:11][C:7]=3[C:8](=[O:10])[C:15]=2[CH:16]=[CH:17][CH:18]=1. Reported procedure: A suspension of 2-(2-bromophenoxymethyl)benzoic acid (18.8 g, 0.06 mole) in 100 mL of trifluoracetic anhydride containing ten drops of boron trifluoride-ether complex was refluxed for four hours. The mixture was poured into ice water and then extracted with diethyl ether. Concentration of the ether solution under reduced pressure gave the pure product (9.2 g), mp 127°-130° C. pmr (CDCl3) δ: 7.28-8.19 (m, 76H, aromatic H); 6.99 (t, 1H, H2); 5.30 (s, 2H, ArCH2O). Reactants: CC(C)(C)OC(=O)N1CCCC(CN2CCN(C(=O)OCc3ccccc3)CC2)C1, CO. Yields the product CC(C)(C)OC(=O)N1CCCC(CN2CCNCC2)C1. RXN SMILES: [C:1]([CH3:2])([CH3:3])([CH3:4])[O:5][C:6](=[O:7])[N:8]1[CH2:9][CH:10]([CH2:14][N:15]2[CH2:16][CH2:17][N:18]([C:21]([O:22][CH2:23][c:24]3[cH:25][cH:26][cH:27][cH:28][cH:29]3)=[O:30])[CH2:19][CH2:20]2)[CH2:11][CH2:12][CH2:13]1.[CH3:31][OH:32]>>[C:1]([CH3:2])([CH3:3])([CH3:4])[O:5][C:6](=[O:7])[N:8]1[CH2:9][CH:10]([CH2:14][N:15]2[CH2:16][CH2:17][NH:18][CH2:19][CH2:20]2)[CH2:11][CH2:12][CH2:13]1.